Dataset: the Open Reaction Database (ORD), a public repository of structured organic reaction records. Task: describe an organic reaction: reactants, conditions, products, and yield Starting materials: [H-].[Na+] (NaH), C1(=CC=CC=C1)N1C(NC=C1C1=CC=CC=C1)=O (1.5-diphenyl-4-imidazolin-2-one), COC(CCCCCCCBr)=O (8-bromocaprylic acid methyl ester). Solvent: CN(C)C=O (DMF). Product: COC(CCCCCCCN1C(N(C(=C1)C1=CC=CC=C1)C1=CC=CC=C1)=O)=O (8-(3.4-Diphenyl-2-oxo-4-imidazolin-1-yl)-caprylic acid methyl ester). RXN SMILES: [H-].[Na+].[C:3]1([N:9]2[C:13]([C:14]3[CH:19]=[CH:18][CH:17]=[CH:16][CH:15]=3)=[CH:12][NH:11][C:10]2=[O:20])[CH:8]=[CH:7][CH:6]=[CH:5][CH:4]=1.[CH3:21][O:22][C:23](=[O:32])[CH2:24][CH2:25][CH2:26][CH2:27][CH2:28][CH2:29][CH2:30]Br>CN(C=O)C>[CH3:21][O:22][C:23](=[O:32])[CH2:24][CH2:25][CH2:26][CH2:27][CH2:28][CH2:29][CH2:30][N:11]1[CH:12]=[C:13]([C:14]2[CH:19]=[CH:18][CH:17]=[CH:16][CH:15]=2)[N:9]([C:3]2[CH:8]=[CH:7][CH:6]=[CH:5][CH:4]=2)[C:10]1=[O:20] |f:0.1|. Reported procedure: The product is produced as described in example 1 from 2.34 g of NaH (80% suspension in mineral oil), 18.5 g of 1.5-diphenyl-4-imidazolin-2-one, 160 cc. of DMF, 18.5 g of 8-bromocaprylic acid methyl ester and 2.34 g of NaJ. Starting materials: methyl ester, C([O-])(O)=O.[Na+] (sodium bicarbonate), 5-tetrakis (triphenylphosphine), SCC(C(=O)N[C@@H](CC1=CC=C(C=C1)C=1SC=CC1)C(=O)O)CC1=CC=CC=C1 ((S)N-(2-(mercaptomethyl)-1-oxo-3-phenylpropyl]4- (2-thienyl)L-phenylalanine), C1(=CC=CC2=CC=CC=C12)B(O)O (naphthalene boronic acid). The solvent is C1(=CC=CC=C1)C (toluene). Reaction conditions: time 15 minute. The product is SCC(C(=O)N[C@@H](CC1=CC=C(C=C1)C1=CC=CC2=CC=CC=C12)C(=O)O)CC1=CC=CC=C1 ((S)N-[2-(mercaptomethyl)-1-oxo-3-phenylpropyl]4-(1-naphthyl)-L-phenylalanin). RXN SMILES: [SH:1][CH2:2][CH:3]([CH2:23][C:24]1[CH:29]=[CH:28][CH:27]=[CH:26][CH:25]=1)[C:4]([NH:6][C@H:7]([C:20]([OH:22])=[O:21])[CH2:8][C:9]1[CH:14]=[CH:13][C:12](C2SC=CC=2)=[CH:11][CH:10]=1)=[O:5].[C:30]1(B(O)O)[C:39]2[C:34](=[CH:35][CH:36]=[CH:37][CH:38]=2)[CH:33]=[CH:32][CH:31]=1.C(=O)(O)[O-].[Na+]>C1(C)C=CC=CC=1>[SH:1][CH2:2][CH:3]([CH2:23][C:24]1[CH:29]=[CH:28][CH:27]=[CH:26][CH:25]=1)[C:4]([NH:6][C@H:7]([C:20]([OH:22])=[O:21])[CH2:8][C:9]1[CH:14]=[CH:13][C:12]([C:30]2[C:39]3[C:34](=[CH:35][CH:36]=[CH:37][CH:38]=3)[CH:33]=[CH:32][CH:31]=2)=[CH:11][CH:10]=1)=[O:5] |f:2.3|. Procedure: The operation is carried out as in Stage 1 of Example 10 starting with methyl ester of N-[(1,1-dimethylethoxy) carbonyl]-O-[(trifluoromethyl) sulphonyl]-L-tyrosine (prepared as indicated in Stage 1 of Example 10), 10 ml of toluene, 282 mg of naphthalene boronic acid and 169.7 mg of sodium bicarbonate, the solution is agitated for 15 minutes, then 94.77 mg of 5-tetrakis (triphenylphosphine) is added. In this way 165.7 mg of expected product is obtained. Starting materials: FC(S(=O)(=O)OC=1C=C2CCN(C(C2=CC1)C(=O)OCC)C(=O)OC(C)(C)C)(F)F (1-ethyl 2-tert-butyl 6-(((trifluoromethyl)sulfonyl)oxy)-3,4-dihydroisoquinoline-1,2(1H)-dicarboxylate), CN(C)C=O (DMF). The reagents and catalysts are C=1C=CC(=CC1)[P](C=2C=CC=CC2)(C=3C=CC=CC3)[Pd]([P](C=4C=CC=CC4)(C=5C=CC=CC5)C=6C=CC=CC6)([P](C=7C=CC=CC7)(C=8C=CC=CC8)C=9C=CC=CC9)[P](C=1C=CC=CC1)(C=1C=CC=CC1)C=1C=CC=CC1 (Pd(PPh3)4), [C-]#N.[Zn+2].[C-]#N (zinc cyanide). Solvent: C(C)(=O)OCC (ethyl acetate). Conditions: temperature 100 celsius, time 8 hour. Yields the product C(#N)C=1C=C2CCN(C(C2=CC1)C(=O)OCC)C(=O)OC(C)(C)C (1-ethyl 2-tert-butyl 6-cyano-3,4-dihydroisoquinoline-1,2(1H)-dicarboxylate). Isolated yield 91.0%. RXN SMILES: FC(F)(F)S(O[C:7]1[CH:8]=[C:9]2[C:14](=[CH:15][CH:16]=1)[CH:13]([C:17]([O:19][CH2:20][CH3:21])=[O:18])[N:12]([C:22]([O:24][C:25]([CH3:28])([CH3:27])[CH3:26])=[O:23])[CH2:11][CH2:10]2)(=O)=O.[CH3:31][N:32](C=O)C>C(OCC)(=O)C.C1C=CC([P]([Pd]([P](C2C=CC=CC=2)(C2C=CC=CC=2)C2C=CC=CC=2)([P](C2C=CC=CC=2)(C2C=CC=CC=2)C2C=CC=CC=2)[P](C2C=CC=CC=2)(C2C=CC=CC=2)C2C=CC=CC=2)(C2C=CC=CC=2)C2C=CC=CC=2)=CC=1.[C-]#N.[Zn+2].[C-]#N>[C:31]([C:7]1[CH:8]=[C:9]2[C:14](=[CH:15][CH:16]=1)[CH:13]([C:17]([O:19][CH2:20][CH3:21])=[O:18])[N:12]([C:22]([O:24][C:25]([CH3:27])([CH3:26])[CH3:28])=[O:23])[CH2:11][CH2:10]2)#[N:32] |f:4.5.6,^1:45,47,66,85|. Procedure: A mixture of 1-ethyl 2-tert-butyl 6-(((trifluoromethyl)sulfonyl)oxy)-3,4-dihydroisoquinoline-1,2(1H)-dicarboxylate (7.44 g, 16.41 mmol), Pd(PPh3)4 (0.948 g, 0.82 mmol), zinc cyanide (2.119 g, 18.05 mmol) and DMF (100 mL) was stirred overnight at 100° C. The reaction mixture was diluted with ethyl acetate, and filtered. The filtrate was washed with water and brine, and dried over magnesium sulfate, and the solvent was evaporated under reduced pressure. The obtained residue was purified by silica ... Reactants: BrN1C(CCC1=O)=O (N-bromosuccinimide), CC(C)(C#N)N=NC(C)(C)C#N (AIBN), C(C)(C)(C)C1=C(OC(C(=O)OC)C2=CC=CC=C2)C=CC(=C1)C (methyl 2-(2-tert-butyl-4-methylphenoxy)-2-phenylacetate). The solvent is C(Cl)(Cl)(Cl)Cl (CCl4). Yields the product C(C)(C)(C)C1=C(OC(C(=O)OC)C2=CC=CC=C2)C=CC(=C1)CBr (methyl 2-(2-tert-butyl-4-bromomethylphenoxy)-2-phenylacetate). Isolated yield 21.7%. Reaction SMILES: [C:1]([C:5]1[CH:22]=[C:21]([CH3:23])[CH:20]=[CH:19][C:6]=1[O:7][CH:8]([C:13]1[CH:18]=[CH:17][CH:16]=[CH:15][CH:14]=1)[C:9]([O:11][CH3:12])=[O:10])([CH3:4])([CH3:3])[CH3:2].[Br:24]N1C(=O)CCC1=O.CC(N=NC(C#N)(C)C)(C#N)C>C(Cl)(Cl)(Cl)Cl>[C:1]([C:5]1[CH:22]=[C:21]([CH2:23][Br:24])[CH:20]=[CH:19][C:6]=1[O:7][CH:8]([C:13]1[CH:14]=[CH:15][CH:16]=[CH:17][CH:18]=1)[C:9]([O:11][CH3:12])=[O:10])([CH3:4])([CH3:3])[CH3:2]. Procedure details: To a solution of 0.494 g (1.58 mmol) of the product of Step A dissolved in 10 mL of CCl4 was added 0.310 g (1.74 mmol) of N-bromosuccinimide and 15 mg (catalytic amount) of AIBN and the mixture was heated at reflux for 3.5 hours. The reaction was cooled, filtered and evaporated in vacuo. The residue was purified on a silica gel flash chromatography column eluted with 3% ethyl acetate/hexane to afford 0.134 g (22%) of the title compound. Starting materials: O=C([O-])[O-], CC1(C)OC(=O)Nc2ccc(OS(=O)(=O)c3cccc(Cl)c3Cl)cc21, CI, CN(C)C=O, [K+], [K+]. Product: CN1C(=O)OC(C)(C)c2cc(OS(=O)(=O)c3cccc(Cl)c3Cl)ccc21. As a reaction SMILES: [C:26](=[O:27])([O-:28])[O-:29].[CH3:1][C:2]1([CH3:25])[O:3][C:4](=[O:24])[NH:5][c:6]2[c:7]1[cH:8][c:9]([O:12][S:13](=[O:14])(=[O:15])[c:16]1[c:17]([Cl:23])[c:18]([Cl:22])[cH:19][cH:20][cH:21]1)[cH:10][cH:11]2.[CH3:32][I:33].[CH3:34][N:35]([CH3:36])[CH:37]=[O:38].[K+:30].[K+:31]>>[CH3:1][C:2]1([CH3:25])[O:3][C:4](=[O:24])[N:5]([CH3:26])[c:6]2[c:7]1[cH:8][c:9]([O:12][S:13](=[O:14])(=[O:15])[c:16]1[c:17]([Cl:23])[c:18]([Cl:22])[cH:19][cH:20][cH:21]1)[cH:10][cH:11]2. Reactants: COc1cc2c(cc1[N+](=O)[O-])NC(=O)CN(C(=O)C(F)(F)F)C2(C)C, CCO. The product is COc1cc2c(cc1N)NC(=O)CN(C(=O)C(F)(F)F)C2(C)C. As a reaction SMILES: [CH3:1][O:2][c:3]1[cH:4][c:5]2[c:6]([cH:21][c:22]1[N+:23]([O-:24])=[O:25])[NH:7][C:8](=[O:20])[CH2:9][N:10]([C:14]([C:15]([F:16])([F:17])[F:18])=[O:19])[C:11]2([CH3:12])[CH3:13].[CH3:26][CH2:27][OH:28]>>[CH3:1][O:2][c:3]1[cH:4][c:5]2[c:6]([cH:21][c:22]1[NH2:23])[NH:7][C:8](=[O:20])[CH2:9][N:10]([C:14]([C:15]([F:16])([F:17])[F:18])=[O:19])[C:11]2([CH3:12])[CH3:13]. Starting materials: O1CCCC1 (tetrahydrofuran), CC1=CC(=CC(=N1)C(=O)N)OC(C(F)(F)F)C (6-methyl-4-(2,2,2-trifluoro-1-methylethoxy)pyridine-2-carboxamide), oxime, 1,1′-carbonylimidazole, Cl (HCl), O (water), N12CCCCCC2=NCCC1 (1,8-diazabicyclo[5,4,0]undec-7-ene). Run at time 2 hour. Yields the product CC1=CC(=CC(=N1)C=1NOC(N1)=O)OC(C(F)(F)F)C (3-[6-methyl-4-(2,2,2-trifluoro-1-methylethoxy)pyridin-2-yl]-1,2,4-oxadiazol-5-one). RXN SMILES: [O:1]1[CH2:5]CCC1.[CH3:6][C:7]1[N:12]=[C:11]([C:13]([NH2:15])=O)[CH:10]=[C:9]([O:16][CH:17]([CH3:22])[C:18]([F:21])([F:20])[F:19])[CH:8]=1.[N:23]12CCCN=C1CCCCC2.Cl.[OH2:35]>>[CH3:6][C:7]1[N:12]=[C:11]([C:13]2[NH:23][O:35][C:5](=[O:1])[N:15]=2)[CH:10]=[C:9]([O:16][CH:17]([CH3:22])[C:18]([F:21])([F:20])[F:19])[CH:8]=1. Reported procedure: To 5 ml of tetrahydrofuran were added 0.63 g of 6-methyl-4-(2,2,2-trifluoro-1-methylethoxy)pyridine-2-carboxamide=oxime and 0.51 g of 1,1′-carbonylimidazole, and the mixture was stirred at room temperature for 2 hours. Thereafter, 0.47 g of 1,8-diazabicyclo[5,4,0]undec-7-ene was added, and the mixture was stirred. To the reaction solution were added water and 10% HCl, the resultant solution was extracted with ethyl acetate three times, and the organic layers were combined, dried with anhydrous m... Reactants: [N+](=O)([O-])C1=CC(=C(C=C1)SCl)C(Cl)(Cl)Cl (4-nitro-2-trichloromethylbenzenesulfenyl chloride), NC=1SC=CN1 (2-aminothiazole), O (water). Solvent: O1CCCC1 (tetrahydrofuran). Run at temperature 10 celsius. The product is S1C(=NC=C1)NSC1=C(C=C(C=C1)[N+](=O)[O-])C(Cl)(Cl)Cl (N-(1,3-thiazol-2-yl)-4-nitro-2-trichloromethylphenylsulfenamide). Yield: 67.4%. As a reaction SMILES: [NH2:1][C:2]1[S:3][CH:4]=[CH:5][N:6]=1.[N+:7]([C:10]1[CH:15]=[CH:14][C:13]([S:16]Cl)=[C:12]([C:18]([Cl:21])([Cl:20])[Cl:19])[CH:11]=1)([O-:9])=[O:8].O>O1CCCC1>[S:3]1[CH:4]=[CH:5][N:6]=[C:2]1[NH:1][S:16][C:13]1[CH:14]=[CH:15][C:10]([N+:7]([O-:9])=[O:8])=[CH:11][C:12]=1[C:18]([Cl:19])([Cl:20])[Cl:21]. Procedure details: 40 g of 2-aminothiazole is dissolved in 500 ml of tetrahydrofuran; while stirring and at 10° C., 61.4 g of 4-nitro-2-trichloromethylbenzenesulfenyl chloride is added. The addition of water precipitates the sulfenamide, which is filtered and recrystallized from ethyl acetate. There is obtained 50 g (70% of theory) of N-(1,3-thiazol-2-yl)-4-nitro-2-trichloromethylphenylsulfenamide; m.p.: 165° C. Reactants: Cl (hydrochloric acid), ClC1=C(C(=CC=C1)Cl)SCC1=NOC(=C1COC1=CC=C(C=C1)C=1C=C2C=CC(=NC2=CC1)C(=O)OCC)C(C)C (ethyl 6-[4-({[3-{[(2,6-dichlorophenyl)thio]methyl}-5-(1-methylethyl)-4-isoxazolyl]methyl}oxy)phenyl]-2-quinolinecarboxylate), O1CCCC1 (tetrahydrofuran), [OH-].[Na+] (sodium hydroxide). Run in CO (methanol). Reaction conditions: temperature 90 celsius. Product: ClC1=C(C(=CC=C1)Cl)SCC1=NOC(=C1COC1=CC=C(C=C1)C=1C=C2C=CC(=NC2=CC1)C(=O)O)C(C)C (6-[4-({[3-{[(2,6-dichlorophenyl)thio]methyl}-5-(1-methylethyl)-4-isoxazolyl]methyl}oxy)phenyl]-2-quinolinecarboxylic acid). Isolated yield 107.9%. As a reaction SMILES: [Cl:1][C:2]1[CH:7]=[CH:6][CH:5]=[C:4]([Cl:8])[C:3]=1[S:9][CH2:10][C:11]1[C:15]([CH2:16][O:17][C:18]2[CH:23]=[CH:22][C:21]([C:24]3[CH:25]=[C:26]4[C:31](=[CH:32][CH:33]=3)[N:30]=[C:29]([C:34]([O:36]CC)=[O:35])[CH:28]=[CH:27]4)=[CH:20][CH:19]=2)=[C:14]([CH:39]([CH3:41])[CH3:40])[O:13][N:12]=1.O1CCCC1.[OH-].[Na+].Cl>CO>[Cl:8][C:4]1[CH:5]=[CH:6][CH:7]=[C:2]([Cl:1])[C:3]=1[S:9][CH2:10][C:11]1[C:15]([CH2:16][O:17][C:18]2[CH:19]=[CH:20][C:21]([C:24]3[CH:25]=[C:26]4[C:31](=[CH:32][CH:33]=3)[N:30]=[C:29]([C:34]([OH:36])=[O:35])[CH:28]=[CH:27]4)=[CH:22][CH:23]=2)=[C:14]([CH:39]([CH3:41])[CH3:40])[O:13][N:12]=1 |f:2.3|. Procedure details: To a solution of ethyl 6-[4-({[3-{[(2,6-dichlorophenyl)thio]methyl}-5-(1-methylethyl)-4-isoxazolyl]methyl}oxy)phenyl]-2-quinolinecarboxylate (5 mg, 0.008 mmol) in 1:1 tetrahydrofuran:methanol (0.5 mL) was added 1 N sodium hydroxide (0.04 mL, 0.04 mmol). The solution was heated in a microwave reactor at 90° C. for 10 minutes and 1 N hydrochloric acid (0.04 mL, 0.04 mmol) was added. The mixture was concentrated and the residue was taken up with ethyl acetate and washed with water. The organic laye... RXN SMILES: [Cl:1][C:2]1[CH:24]=[CH:23][C:5]([CH2:6][C:7]2[C:11](=[O:12])[N:10]([C:13]3[S:14][C:15]([C:19](O)=[O:20])=[C:16]([CH3:18])[N:17]=3)[NH:9][C:8]=2[CH3:22])=[CH:4][CH:3]=1.Cl.CN(C)CCCN=C=NCC.C(N(CC)C(C)C)(C)C.ON1C2C=CC=CC=2N=N1.[NH2:56][CH2:57][C:58]1[CH:59]=[N:60][CH:61]=[CH:62][CH:63]=1>CN(C)C=O.C(OCC)(=O)C>[Cl:1][C:2]1[CH:24]=[CH:23][C:5]([CH2:6][C:7]2[C:11](=[O:12])[N:10]([C:13]3[S:14][C:15]([C:19]([NH:56][CH2:57][C:58]4[CH:59]=[N:60][CH:61]=[CH:62][CH:63]=4)=[O:20])=[C:16]([CH3:18])[N:17]=3)[NH:9][C:8]=2[CH3:22])=[CH:4][CH:3]=1 |f:1.2|. The solvent is CN(C=O)C (N,N-dimethylformamide), C(C)(=O)OCC (ethyl acetate). The product is ClC1=CC=C(CC2=C(NN(C2=O)C=2SC(=C(N2)C)C(=O)NCC=2C=NC=CC2)C)C=C1 (2-(4-(4-chlorobenzyl)-3-methyl-5-oxo-2,5-dihydro-1H-pyrazol-1-yl)-4-methyl-N-(pyridin-3-ylmethyl)thiazole-5-carboxamide). Starting materials: NCC=1C=NC=CC1 (3-(aminomethyl)pyridine), ClC1=CC=C(CC2=C(NN(C2=O)C=2SC(=C(N2)C)C(=O)O)C)C=C1 (2-(4-(4-chlorobenzyl)-3-methyl-5-oxo-2,5-dihydro-1H-pyrazol-1-yl)-4-methylthiazole-5-carboxylic acid), Cl.CN(CCCN=C=NCC)C (1-(3-dimethylaminopropyl)-3-ethylcarbodiimide hydrochloride), C(C)(C)N(C(C)C)CC (N,N-diisopropylethylamine), ON1N=NC2=C1C=CC=C2 (1-hydroxy-benzotriazole). Reaction conditions: time 15 minute. Reported procedure: To a solution of 2-(4-(4-chlorobenzyl)-3-methyl-5-oxo-2,5-dihydro-1H-pyrazol-1-yl)-4-methylthiazole-5-carboxylic acid (0.05 g, 0.14 mmol), 1-(3-dimethylaminopropyl)-3-ethylcarbodiimide hydrochloride (0.04 g, 0.20 mmol) and N,N-diisopropylethylamine (0.05 mL, 0.28 mmol) in N,N-dimethylformamide (2 mL) was added 1-hydroxy-benzotriazole (0.05 g, 0.37 mmol). The resulting mixture was stirred at ambient temperature for 15 minutes and 3-(aminomethyl)pyridine (0.02 mL, 0.02 mmol) was added. The reactio...